Dataset: the Open Reaction Database (ORD), a public repository of structured organic reaction records. Task: describe an organic reaction: reactants, conditions, products, and yield Reactants: [H-].[Al+3].[Li+].[H-].[H-].[H-] (lithium aluminium hydride), C(C)OC(=O)COC=1C=CC=C2C(=NC(=NC12)NC1=C(C=C(C=C1)F)C)N1C(C2=CC=CC=C2CC1)C (8-(Ethoxycarbonylmethyloxy)-2-(4-Fluoro-2-Methylphenylamino)-4-(1-Methyl-1,2,3,4-Tetrahydroisoquinoline-2-Yl)Quinazoline), O (water). The solvent is O1CCCC1 (tetrahydrofuran), O1CCCC1 (tetrahyrofuran). The product is OCCOC=1C=CC=C2C(=NC(=NC12)NC1=C(C=C(C=C1)F)C)N1C(C2=CC=CC=C2CC1)C (8-(2-Hydroxyethyloxy)-2-(4-Fluoro-2-Methylphenylamino)-4-(1-Methyl-1,2,3,4-Tetrahydroisoquinoline-2-Yl)Quinazoline). Yield: 58.2%. RXN SMILES: [H-].[Al+3].[Li+].[H-].[H-].[H-].C([O:9][C:10]([CH2:12][O:13][C:14]1[CH:15]=[CH:16][CH:17]=[C:18]2[C:23]=1[N:22]=[C:21]([NH:24][C:25]1[CH:30]=[CH:29][C:28]([F:31])=[CH:27][C:26]=1[CH3:32])[N:20]=[C:19]2[N:33]1[CH2:42][CH2:41][C:40]2[C:35](=[CH:36][CH:37]=[CH:38][CH:39]=2)[CH:34]1[CH3:43])=O)C.O>O1CCCC1>[OH:9][CH2:10][CH2:12][O:13][C:14]1[CH:15]=[CH:16][CH:17]=[C:18]2[C:23]=1[N:22]=[C:21]([NH:24][C:25]1[CH:30]=[CH:29][C:28]([F:31])=[CH:27][C:26]=1[CH3:32])[N:20]=[C:19]2[N:33]1[CH2:42][CH2:41][C:40]2[C:35](=[CH:36][CH:37]=[CH:38][CH:39]=2)[CH:34]1[CH3:43] |f:0.1.2.3.4.5|. Procedure details: To a mixture of 0.12 g of lithium aluminium hydride (3.0 mM) and 30 ml of tetrahydrofuran, 1.5 g of the compound (3.0 mM) prepared in Step 2 dissolved in tetrahyrofuran was dropwise added at 0° C. and stirred for an hour. The reaction solution was added with water and extracted from dichloromethane. The dichloromethane layer was dehydrated, concentrated and purified by silica gel column chromatography, to give 0.80 g of the title compound. Reactants: CCCC[Sn](CCCC)(CCCC)c1ncccn1, Cc1ccccc1, N#Cc1ccc(C2CC(O)(c3cccc(OS(=O)(=O)C(F)(F)F)c3)c3cncn32)c(F)c1. The product is N#Cc1ccc(C2CC(O)(c3cccc(-c4ncccn4)c3)c3cncn32)c(F)c1. As a reaction SMILES: [CH2:33]([Sn:34]([CH2:35][CH2:36][CH2:37][CH3:44])([c:38]1[n:39][cH:40][cH:41][cH:42][n:43]1)[CH2:45][CH2:46][CH2:47][CH3:48])[CH2:49][CH2:50][CH3:51].[CH3:52][c:53]1[cH:54][cH:55][cH:56][cH:57][cH:58]1.[F:1][C:2]([F:3])([F:4])[S:5]([O:6][c:7]1[cH:8][c:9]([C:13]2([OH:30])[CH2:14][CH:15]([c:21]3[c:22]([F:29])[cH:23][c:24]([C:27]#[N:28])[cH:25][cH:26]3)[n:16]3[cH:17][n:18][cH:19][c:20]32)[cH:10][cH:11][cH:12]1)(=[O:31])=[O:32]>>[c:7]1(-[c:38]2[n:39][cH:40][cH:41][cH:42][n:43]2)[cH:8][c:9]([C:13]2([OH:30])[CH2:14][CH:15]([c:21]3[c:22]([F:29])[cH:23][c:24]([C:27]#[N:28])[cH:25][cH:26]3)[n:16]3[cH:17][n:18][cH:19][c:20]32)[cH:10][cH:11][cH:12]1. Reactants: BrCCBr, CCc1ccc(Cc2cc(Br)ccc2Cl)cc1, [Mg], C1CCOC1. Product: [Br-], CCc1ccc(Cc2cc([Mg+])ccc2Cl)cc1. As a reaction SMILES: [Br:19][CH2:20][CH2:21][Br:22].[CH2:2]([CH3:3])[c:4]1[cH:5][cH:6][c:7]([CH2:8][c:9]2[c:10]([Cl:16])[cH:11][cH:12][c:13]([Br:15])[cH:14]2)[cH:17][cH:18]1.[Mg:1].[O:23]1[CH2:24][CH2:25][CH2:26][CH2:27]1>>[Br-:15].[Mg+:1][c:13]1[cH:12][cH:11][c:10]([Cl:16])[c:9]([CH2:8][c:7]2[cH:6][cH:5][c:4]([CH2:2][CH3:3])[cH:18][cH:17]2)[cH:14]1. Reactants: COC(=O)C=CCBr, O=C1CCc2ccccc21, [Cl-], I, [NH4+], C1CCOC1, [Zn]. The product is COC(=O)C=CCC1(O)CCc2ccccc21. As a reaction SMILES: [Br:12][CH2:13][CH:14]=[CH:15][C:16](=[O:17])[O:18][CH3:19].[C:2]1(=[O:11])[CH2:3][CH2:4][c:5]2[cH:6][cH:7][cH:8][cH:9][c:10]21.[Cl-:20].[I:1].[NH4+:21].[O:22]1[CH2:23][CH2:24][CH2:25][CH2:26]1.[Zn:27]>>[C:2]1([OH:11])([CH2:13][CH:14]=[CH:15][C:16](=[O:17])[O:18][CH3:19])[CH2:3][CH2:4][c:5]2[cH:6][cH:7][cH:8][cH:9][c:10]21. Starting materials: ClC=1C=C(C=C(C1C(C)(C)C1=NOC(=N1)C1=C(C=CC=C1)C)Cl)NN=C(C(=O)NC(OCC)=O)C(=O)NC(OCC)=O (diethyl N,N′-[2-[[3,5-dichloro-4-[1-[5-(2-methylphenyl)-1,2,4-oxadiazol-3-yl]-1-methylethyl]phenyl]hydrazono]-1,3-dioxo-1,3-propanediyl]dicarbamate), C(C)(=O)[O-].[Na+] (sodium acetate), O (water). Solvent: C(C)(=O)O (acetic acid). Product: ClC=1C=C(C=C(C1C(C)(C)C1=NOC(=N1)C1=C(C=CC=C1)C)Cl)N1N=C(C(NC1=O)=O)C(=O)NC(OCC)=O (ethyl [[2-[3,5-dichloro-4-[1-[5-(2-methylphenyl)-1,2,4-oxadiazol-3-yl]-1-methylethyl]phenyl]-2,3,4,5-tetrahydro-3,5-dioxo-1,2,4-triazin-6-yl]carbonyl]carbamate). As a reaction SMILES: [Cl:1][C:2]1[CH:3]=[C:4]([NH:24][N:25]=[C:26]([C:35]([NH:37][C:38](=[O:42])OCC)=[O:36])[C:27]([NH:29][C:30](=[O:34])[O:31][CH2:32][CH3:33])=[O:28])[CH:5]=[C:6]([Cl:23])[C:7]=1[C:8]([C:11]1[N:15]=[C:14]([C:16]2[CH:21]=[CH:20][CH:19]=[CH:18][C:17]=2[CH3:22])[O:13][N:12]=1)([CH3:10])[CH3:9].C([O-])(=O)C.[Na+].O>C(O)(=O)C>[Cl:23][C:6]1[CH:5]=[C:4]([N:24]2[C:38](=[O:42])[NH:37][C:35](=[O:36])[C:26]([C:27]([NH:29][C:30](=[O:34])[O:31][CH2:32][CH3:33])=[O:28])=[N:25]2)[CH:3]=[C:2]([Cl:1])[C:7]=1[C:8]([C:11]1[N:15]=[C:14]([C:16]2[CH:21]=[CH:20][CH:19]=[CH:18][C:17]=2[CH3:22])[O:13][N:12]=1)([CH3:9])[CH3:10] |f:1.2|. Procedure details: A solution of intermediate (20) (0.0302 mole) and sodium acetate (0.0302 mole) in acetic acid (200 ml) was stirred and refluxed for 3 hours. The reaction mixture was poured out into water and this mixture was extracted with CH2Cl2. The separated organic layer was dried, filtered and the solvent evaporated. Toluene was added and azeotroped on the rotary evaporator, yielding ethyl [[2-[3,5-dichloro-4-[1-[5-(2-methylphenyl)-1,2,4-oxadiazol-3-yl]-1-methylethyl]phenyl]-2,3,4,5-tetrahydro-3,5-dioxo-1,... Reactants: [OH-].[Na+] (sodium hydroxide), CS(=O)(=O)O (Methanesulfonic acid), NC1=NC2=C(N1S(=O)(=O)C(C)C)C=C(C=C2)C(O)(C)C2=C(C=CC(=C2)F)F (2-amino-α-(2,5-difluorophenyl)-α-methyl-1-[(1-methylethyl)sulfonyl]benzimidazole-6-methanol), C([O-])(O)=O.[Na+] (sodium bicarbonate). The solvent is C(Cl)Cl (methylene chloride). The product is C(C)(C)S(=O)(=O)N1C(=NC2=C1C=C(C=C2)C(=C)C2=C(C=CC(=C2)F)F)N (1-Isopropylsulfonyl-2-Amino-6-(1-[2,5-Difluorophenyl]ethen-1-yl)benzimidazole). Isolated yield 91.9%. As a reaction SMILES: CS(O)(=O)=O.[NH2:6][C:7]1[N:11]([S:12]([CH:15]([CH3:17])[CH3:16])(=[O:14])=[O:13])[C:10]2[CH:18]=[C:19]([C:22]([C:25]3[CH:30]=[C:29]([F:31])[CH:28]=[CH:27][C:26]=3[F:32])([CH3:24])O)[CH:20]=[CH:21][C:9]=2[N:8]=1.C(=O)(O)[O-].[Na+].[OH-].[Na+]>C(Cl)Cl>[CH:15]([S:12]([N:11]1[C:10]2[CH:18]=[C:19]([C:22]([C:25]3[CH:30]=[C:29]([F:31])[CH:28]=[CH:27][C:26]=3[F:32])=[CH2:24])[CH:20]=[CH:21][C:9]=2[N:8]=[C:7]1[NH2:6])(=[O:13])=[O:14])([CH3:17])[CH3:16] |f:2.3,4.5|. Reported procedure: Methanesulfonic acid (33.0 g, 344 mmol) was added to a solution of 2-amino-α-(2,5-difluorophenyl)-α-methyl-1-[(1-methylethyl)sulfonyl]benzimidazole-6-methanol (53.4 g, 97% purity, 115 mmol) in methylene chloride (500 mL) and the solution turned from beige to brown. The solution was heated at reflux for 1.5 hours until the reaction was complete. After cooling to room temperature, a saturated aqueous solution of sodium bicarbonate (200 mL) was added to neutralize the acid. However, the pH remained... The reactants are O[C@@H](CN(N)CC1CCCCC1)[C@H](CC1=CC=CC=C1)NC([C@@H](NC(=O)C1=NC2=CC=CC=C2C=C1)CC(N)=O)=O (1-[2(S)-hydroxy-3(S)-(N-(quinoline-2-carbonyl)-(L)-asparaginyl)amino-4-phenyl-butyl]-1-[cyclohexylmethyl]hydrazine), C(C)(C)(C)N=C=O (tert-butyl-isocyanate). Run in C1CCOC1 (THF). Product: O[C@@H](CN(NC(=O)NC(C)(C)C)CC1CCCCC1)[C@H](CC1=CC=CC=C1)NC([C@@H](NC(=O)C1=NC2=CC=CC=C2C=C1)CC(N)=O)=O (1-[2(S)-Hydroxy-3(S)-(N-(quinoline-2-carbonyl)-(L)-asparaginyl)amino-4-phenyl-butyl]-1-[cyclohexylmethyl]-2-[tert-butylaminocarbonyl]-hydrazine). As a reaction SMILES: [OH:1][C@H:2]([C@@H:13]([NH:21][C:22](=[O:41])[C@H:23]([CH2:37][C:38](=[O:40])[NH2:39])[NH:24][C:25]([C:27]1[CH:36]=[CH:35][C:34]2[C:29](=[CH:30][CH:31]=[CH:32][CH:33]=2)[N:28]=1)=[O:26])[CH2:14][C:15]1[CH:20]=[CH:19][CH:18]=[CH:17][CH:16]=1)[CH2:3][N:4]([CH2:6][CH:7]1[CH2:12][CH2:11][CH2:10][CH2:9][CH2:8]1)[NH2:5].[C:42]([N:46]=[C:47]=[O:48])([CH3:45])([CH3:44])[CH3:43]>C1COCC1>[OH:1][C@H:2]([C@@H:13]([NH:21][C:22](=[O:41])[C@H:23]([CH2:37][C:38](=[O:40])[NH2:39])[NH:24][C:25]([C:27]1[CH:36]=[CH:35][C:34]2[C:29](=[CH:30][CH:31]=[CH:32][CH:33]=2)[N:28]=1)=[O:26])[CH2:14][C:15]1[CH:20]=[CH:19][CH:18]=[CH:17][CH:16]=1)[CH2:3][N:4]([CH2:6][CH:7]1[CH2:8][CH2:9][CH2:10][CH2:11][CH2:12]1)[NH:5][C:47]([NH:46][C:42]([CH3:45])([CH3:44])[CH3:43])=[O:48]. Procedure: Under a protective gas atmosphere, 100 mg (0.178 mmol) of 1-[2(S)-hydroxy-3(S)-(N-(quinoline-2-carbonyl)-(L)-asparaginyl)amino-4-phenyl-butyl]-1-[cyclohexylmethyl]hydrazine (Example 71E) i)) are dissolved in 0.7 ml of THF and reacted with 19 μl (0.169 mmol) of tert-butyl-isocyanate for 17 h at RT. The reaction mixture is concentrated by evaporation, the residue is dissolved in ethyl acetate and washed with 5% citric acid solution, water and brine, and the inorganic phases are extracted twice wit... Reactants: CCCCCCCCC(O)C=CC=Cc1ccccc1OCCCC(=O)OCC, CC(=O)OC(C)=O, c1ccncc1. Product: CCCCCCCCC(C=CC=Cc1ccccc1OCCCC(=O)OCC)OC(C)=O. As a reaction SMILES: [CH2:1]([CH3:2])[O:3][C:4]([CH2:5][CH2:6][CH2:7][O:8][c:9]1[c:10]([CH:15]=[CH:16][CH:17]=[CH:18][CH:19]([CH2:20][CH2:21][CH2:22][CH2:23][CH2:24][CH2:25][CH2:26][CH3:27])[OH:28])[cH:11][cH:12][cH:13][cH:14]1)=[O:29].[CH3:30][C:31](=[O:32])[O:33][C:34](=[O:35])[CH3:36].[cH:37]1[cH:38][cH:39][n:40][cH:41][cH:42]1>>[CH2:1]([CH3:2])[O:3][C:4]([CH2:5][CH2:6][CH2:7][O:8][c:9]1[c:10]([CH:15]=[CH:16][CH:17]=[CH:18][CH:19]([CH2:20][CH2:21][CH2:22][CH2:23][CH2:24][CH2:25][CH2:26][CH3:27])[O:28][C:31]([CH3:30])=[O:32])[cH:11][cH:12][cH:13][cH:14]1)=[O:29].